describe an organic reaction: reactants, conditions, products, and yield From a dataset of the Open Reaction Database (ORD), a public repository of structured organic reaction records. Reactants: C(=S)(Cl)Cl (thiophosgene), C(C)OC(=O)N1CCN(CC1)[Si](C)(C)C (1-ethoxycarbonyl-4-trimethylsilylpiperazine). Solvent: C(C)OCC (ethyl ether), C(C)OCC (ethyl ether). The product is C(C)OC(=O)N1CCN(CC1)C(=S)Cl (4-ethoxycarbonyl-1-piperazinylthiocarbonyl chloride). Reaction SMILES: [C:1]([Cl:4])(Cl)=[S:2].[CH2:5]([O:7][C:8]([N:10]1[CH2:15][CH2:14][N:13]([Si](C)(C)C)[CH2:12][CH2:11]1)=[O:9])[CH3:6]>C(OCC)C>[CH2:5]([O:7][C:8]([N:10]1[CH2:11][CH2:12][N:13]([C:1]([Cl:4])=[S:2])[CH2:14][CH2:15]1)=[O:9])[CH3:6]. Procedure: To a solution of 4.66 ml of 85% thiophosgene in 200 ml of ethyl ether, cooled to -76° was added, while stirring and under nitrogen, a solution of 7 g of 1-ethoxycarbonyl-4-trimethylsilylpiperazine in 35 ml of ethyl ether over a period of 20 minutes. The mixture was allowed to warm up to room temperature overnight. The suspension was filtered and the filtrate was evaporated to dryness. The residue was crystallized from methylene chloride-hexane to give 4-ethoxycarbonyl-1-piperazinylthiocarbonyl c...